This data is from the Open Reaction Database (ORD), a public repository of structured organic reaction records. The task is: describe an organic reaction: reactants, conditions, products, and yield The reactants are C(C1=CC=CC=C1)(=O)NN (benzoylhydrazine), C(=O)(Cl)Cl (phosgene). The solvent is C(C)OC(C)=O (ethylacetate), C1(=CC=CC=C1)C (toluene). Yields the product C1(=CC=CC=C1)C=1OC(NN1)=O (2-Phenyl-5-Oxo-1,3,4-Oxadiazoline). Reaction SMILES: [C:1]([NH:9][NH2:10])(=[O:8])[C:2]1[CH:7]=[CH:6][CH:5]=[CH:4][CH:3]=1.[C:11](Cl)(Cl)=[O:12]>C(OC(=O)C)C.C1(C)C=CC=CC=1>[C:2]1([C:1]2[O:8][C:11](=[O:12])[NH:10][N:9]=2)[CH:7]=[CH:6][CH:5]=[CH:4][CH:3]=1. Reported procedure: Into a stirred slurry of 25 g (0.18 mole) benzoylhydrazine in ethylacetate, 142.5 g (0.18 mole) 12.5% phosgene in toluene was dropped in. The reaction mixture was refluxed about 3 hours, and then allowed to stir over the weekend at ambient temperature. The flask was hooked to an aspirator and placed under vacuum to remove any possible peroxides. The mixture was filtered to give the above-identified product as a solid, melting point 133°-135° C. The reactants are O (water), ClC1=C(C=C(C=C1)N1C(N(C(=CC1=O)C(F)(F)F)C)=O)C1OCCO1 (3-(4-chloro-3-(1,3-dioxolan-2-yl)-phenyl)-2,4-dioxo-1-methyl-6-trifluoromethyl-1,2,3,4-tetrahydropyrimidine), O (water). The solvent is C(C)(=O)O (acetic acid). Conditions: time 5 hour. The product is ClC1=C(C=C(C=C1)N1C(N(C(=CC1=O)C(F)(F)F)C)=O)C=O (3-(4-Chloro-3-formylphenyl)-2,4-dioxo-1-methyl-6-trifluoromethyl-1,2,3,4-tetrahydropyrimidine). Reaction SMILES: O.[Cl:2][C:3]1[CH:8]=[CH:7][C:6]([N:9]2[C:14](=[O:15])[CH:13]=[C:12]([C:16]([F:19])([F:18])[F:17])[N:11]([CH3:20])[C:10]2=[O:21])=[CH:5][C:4]=1[CH:22]1OCC[O:23]1>C(O)(=O)C>[Cl:2][C:3]1[CH:8]=[CH:7][C:6]([N:9]2[C:14](=[O:15])[CH:13]=[C:12]([C:16]([F:19])([F:17])[F:18])[N:11]([CH3:20])[C:10]2=[O:21])=[CH:5][C:4]=1[CH:22]=[O:23]. Procedure: 5 ml of water were added to a solution of 1.9 g of 3-(4-chloro-3-(1,3-dioxolan-2-yl)-phenyl)-2,4-dioxo-1-methyl-6-trifluoromethyl-1,2,3,4-tetrahydropyrimidine in 45 ml of glacial acetic acid. After stirring had been carried out for 12 hours at about 20-25° C. and for a further 5 hours at 40-50° C., 150 ml of water were stirred into the mixture. Thereafter, the precipitate formed was isolated, washed with water and petroleum ether and dried. Starting materials: CCO, CS(C)=O, O=S(=O)(Nc1ccc2c(Cl)nccc2c1)c1ccc(Cl)cc1, [H-], [Na+], O. Yields the product CCOc1nccc2cc(NS(=O)(=O)c3ccc(Cl)cc3)ccc12. As a reaction SMILES: [CH3:23][CH2:24][OH:25].[CH3:29][S:30](=[O:31])[CH3:32].[Cl:1][c:2]1[n:3][cH:4][cH:5][c:6]2[cH:7][c:8]([NH:12][S:13](=[O:14])(=[O:15])[c:16]3[cH:17][cH:18][c:19]([Cl:22])[cH:20][cH:21]3)[cH:9][cH:10][c:11]12.[H-:26].[Na+:27].[OH2:28]>>[c:2]1([O:25][CH2:24][CH3:23])[n:3][cH:4][cH:5][c:6]2[cH:7][c:8]([NH:12][S:13](=[O:14])(=[O:15])[c:16]3[cH:17][cH:18][c:19]([Cl:22])[cH:20][cH:21]3)[cH:9][cH:10][c:11]12. Starting materials: BrC=1C=CC=C2CCC(CC12)N(CCC)CCC (8-bromo-2-di-n-propylamino-1,2,3,4-tetrahydronaphthalene), C(CCC)[Li] (n-butyllithium), CCCCCC (hexane), CSSC (Dimethyl disulfide). Solvent: O1CCCC1 (tetrahydrofuran), O (water). Reaction conditions: temperature -78 celsius, time 1 hour. The product is C(CC)N(C1CC2=C(C=CC=C2CC1)SC)CCC (2-Di-n-propylamino-8-methylthio-1,2,3,4-tetrahydronaphthalene). The yield is 80.3%. As a reaction SMILES: Br[C:2]1[CH:3]=[CH:4][CH:5]=[C:6]2[C:11]=1[CH2:10][CH:9]([N:12]([CH2:16][CH2:17][CH3:18])[CH2:13][CH2:14][CH3:15])[CH2:8][CH2:7]2.C([Li])CCC.CCCCCC.[CH3:30][S:31]SC>O1CCCC1.O>[CH2:13]([N:12]([CH2:16][CH2:17][CH3:18])[CH:9]1[CH2:8][CH2:7][C:6]2[C:11](=[C:2]([S:31][CH3:30])[CH:3]=[CH:4][CH:5]=2)[CH2:10]1)[CH2:14][CH3:15]. Procedure details: To a solution of 8-bromo-2-di-n-propylamino-1,2,3,4-tetrahydronaphthalene (600 mg, 1.93 mMol) in tetrahydrofuran (20 mL) at -78° C. was added a solution of n-butyllithium in hexane (1.6M, 1.9 mL, 3.04 mMol). The solution was stirred at -78° C. for one hour, forming a light orange solution. Dimethyl disulfide (0.24 mL, 3.00 mMol) was added, and the reaction mixture was allowed to warm gradually to room temperature. The colorless solution was diluted with water and extracted with dichloromethane. ...